Dataset: the Open Reaction Database (ORD), a public repository of structured organic reaction records. Task: describe an organic reaction: reactants, conditions, products, and yield Starting materials: NC1C(NC2=C(CC1)C=CC=C2)=O (3-amino-2,3,4,5-tetrahydro-1H[1]benzazepin-2-one), C(C1=CC=CC=C1)OC(=O)NC(CC(=O)O)(C)C (3-benzyloxycarbonylamino-3-methylbutanoic acid), C23H27N3O4. The product is C(C1=CC=CC=C1)OC(=O)NC(CC(=O)NC1C(NC2=C(CC1)C=CC=C2)=O)(C)C (3-Benzyloxycarbonylamino-3-methyl-N-[2,3,4,5-tetrahydro-2-oxo-1H-1-benzazepin-3-yl]-butanamide). RXN SMILES: [NH2:1][CH:2]1[CH2:8][CH2:7][C:6]2[CH:9]=[CH:10][CH:11]=[CH:12][C:5]=2[NH:4][C:3]1=[O:13].[CH2:14]([O:21][C:22]([NH:24][C:25]([CH3:31])([CH3:30])[CH2:26][C:27](O)=[O:28])=[O:23])[C:15]1[CH:20]=[CH:19][CH:18]=[CH:17][CH:16]=1>>[CH2:14]([O:21][C:22]([NH:24][C:25]([CH3:31])([CH3:30])[CH2:26][C:27]([NH:1][CH:2]1[CH2:8][CH2:7][C:6]2[CH:9]=[CH:10][CH:11]=[CH:12][C:5]=2[NH:4][C:3]1=[O:13])=[O:28])=[O:23])[C:15]1[CH:20]=[CH:19][CH:18]=[CH:17][CH:16]=1. Procedure details: Prepared from 3-amino-2,3,4,5-tetrahydro-1H[1]benzazepin-2-one (Example 1, Step A) and 3-benzyloxycarbonylamino-3-methylbutanoic acid (Example 1, Step E) by the procedure described in Example 1, Step F. 1H NMR (200 MHz, CDCl3): 1.38 (s,3H), 1.39 (s,3H), 1.82 (m,1H), 2.52 (s,2H), 2.5-3.0 (m,3H), 4.51 (m,1H), 5.07 (br s,2H), 5.58 (br s,1H), 6.68 (d,7 Hz, 1H), 6.96 (d,8 Hz, 1H), 7.1-7.4 (m,8H), 7.62 (br s, 1H). FAB-MS: calculated for C23H27N3O4 409; found 410 (M+H,100%). The reactants are C[Mg]Br (Methyl magnesium bromide), C(CC(=O)OCC)(=O)OCC (diethyl malonate), C(C)(C)(C)C=1N=C(SC1)C=1OC2=C(C1)C=C(C=C2)CN2C=C(C1=CC(=CC=C21)CI)C#N (1-{[2-(4-tert-butylthiazol-2-yl)benzofuran-5-yl]methyl}-5-(iodomethyl)indole-3-carbonitrile). The solvent is O1CCCC1 (tetrahydrofuran). Run at time 1.5 hour. Product: C(C)(C)(C)C=1N=C(SC1)C=1OC2=C(C1)C=C(C=C2)CN2C=C(C1=CC(=CC=C21)CC(C(=O)OCC)C(=O)OCC)C#N (ethyl 3-{1-{[2-(4-tert-butylthiazol-2-yl)benzofuran-5-yl]methyl}-3-cyanoindol-5-yl}-2-(ethoxycarbonyl)propionate). Yield: 83.7%. RXN SMILES: C[Mg]Br.[C:4]([O:12][CH2:13][CH3:14])(=[O:11])[CH2:5][C:6]([O:8][CH2:9][CH3:10])=[O:7].[C:15]([C:19]1[N:20]=[C:21]([C:24]2[O:25][C:26]3[CH:32]=[CH:31][C:30]([CH2:33][N:34]4[C:42]5[C:37](=[CH:38][C:39]([CH2:43]I)=[CH:40][CH:41]=5)[C:36]([C:45]#[N:46])=[CH:35]4)=[CH:29][C:27]=3[CH:28]=2)[S:22][CH:23]=1)([CH3:18])([CH3:17])[CH3:16]>O1CCCC1>[C:15]([C:19]1[N:20]=[C:21]([C:24]2[O:25][C:26]3[CH:32]=[CH:31][C:30]([CH2:33][N:34]4[C:42]5[C:37](=[CH:38][C:39]([CH2:43][CH:5]([C:6]([O:8][CH2:9][CH3:10])=[O:7])[C:4]([O:12][CH2:13][CH3:14])=[O:11])=[CH:40][CH:41]=5)[C:36]([C:45]#[N:46])=[CH:35]4)=[CH:29][C:27]=3[CH:28]=2)[S:22][CH:23]=1)([CH3:18])([CH3:16])[CH3:17]. Procedure: A mixture of 1-{[2-(4-tert-butylthiazol-2-yl)benzofuran-5-yl]methyl}-5-(chloromethyl)indole-3-carbonitrile (0.65 g) and potassium iodide (0.91 g) in acetone (5 ml) was stirred at room temperature for 1 hour. The mixture was evaporated under reduced pressure and the residue was dissolved with dichloromethane. After removal of the resulting insolble mass by filtration, and the filtrate was evaporated under reduced pressure to give 1-{[2-(4-tert-butylthiazol-2-yl)benzofuran-5-yl]methyl}-5-(iodometh...